From a dataset of the Open Reaction Database (ORD), a public repository of structured organic reaction records. describe an organic reaction: reactants, conditions, products, and yield Procedure details: To the mixture of 2-bromo-4-[3-(3,5-dichlorophenyl)-3-(trifluoromethyl)-pyrrolidin-1-yl]aniline (0.60 g), triethyl orthoformate (0.98 g) and sodium azide (0.38 g) was added acetic acid (1.1 g), and the mixture was then heated with stifling at 100° C. for 4 hours. The mixture was cooled to room temperature and then poured into water, which was then extracted twice with ethyl acetate. The organic layer was combined, which was then washed with water and dried over anhydrous magnesium sulfate. After... RXN SMILES: [Br:1][C:2]1[CH:8]=[C:7]([N:9]2[CH2:13][CH2:12][C:11]([C:18]3[CH:23]=[C:22]([Cl:24])[CH:21]=[C:20]([Cl:25])[CH:19]=3)([C:14]([F:17])([F:16])[F:15])[CH2:10]2)[CH:6]=[CH:5][C:3]=1[NH2:4].C(OCC)(OCC)OCC.[N-:36]=[N+:37]=[N-:38].[Na+].[C:40](O)(=O)C>O>[Br:1][C:2]1[CH:8]=[C:7]([N:9]2[CH2:13][CH2:12][C:11]([C:18]3[CH:19]=[C:20]([Cl:25])[CH:21]=[C:22]([Cl:24])[CH:23]=3)([C:14]([F:15])([F:16])[F:17])[CH2:10]2)[CH:6]=[CH:5][C:3]=1[N:4]1[CH:40]=[N:38][N:37]=[N:36]1 |f:2.3|. Product: BrC1=C(C=CC(=C1)N1CC(CC1)(C(F)(F)F)C1=CC(=CC(=C1)Cl)Cl)N1N=NN=C1 (1-{2-bromo-4-[3-(3,5-dichlorophenyl)-3-(trifluoromethyl)-pyrrolidin-1-yl]phenyl}-1H-tetrazole). Run at time 4 hour. Yield: 77.6%. Reactants: BrC1=C(N)C=CC(=C1)N1CC(CC1)(C(F)(F)F)C1=CC(=CC(=C1)Cl)Cl (2-bromo-4-[3-(3,5-dichlorophenyl)-3-(trifluoromethyl)-pyrrolidin-1-yl]aniline), C(OCC)(OCC)OCC (triethyl orthoformate), [N-]=[N+]=[N-].[Na+] (sodium azide), C(C)(=O)O (acetic acid). Run in O (water).